This data is from the Open Reaction Database (ORD), a public repository of structured organic reaction records. The task is: describe an organic reaction: reactants, conditions, products, and yield RXN SMILES: [CH3:1][C:2]1[CH:7]=[C:6]([O:8][CH2:9][CH2:10][CH3:11])[CH:5]=[C:4]([CH3:12])[C:3]=1[N:13]=NC1C=CC=CC=1.S(S([O-])=O)([O-])=O.[Na+].[Na+]>O>[CH3:1][C:2]1[CH:7]=[C:6]([O:8][CH2:9][CH2:10][CH3:11])[CH:5]=[C:4]([CH3:12])[C:3]=1[NH2:13] |f:1.2.3|. Procedure: The yield of 2,6-dimethyl-4-propoxyazobenzene (20.2 g) from the previous step was dissolved in 95% alcohol (175 ml). Water was added (160 ml) and the mixture was heated to reflux. Sodium hydrosulfite (Na2S2O4) (44.8 g) was added to the boiling solution in small portions. After completion of this addition, reflux was continued for 30-60 min. The alcohol was removed by distillation at reduced pressure. The remaining heterogeneous residue was made alkaline and was extracted with ether. The ether ex... Conditions: time 45 minute. Reactants: CC1=C(C(=CC(=C1)OCCC)C)N=NC1=CC=CC=C1 (2,6-dimethyl-4-propoxyazobenzene), S(=O)([O-])S(=O)[O-].[Na+].[Na+] (Sodium hydrosulfite). The product is CC1=C(N)C(=CC(=C1)OCCC)C (2,6-dimethyl-4-propoxyaniline). Run in alcohol, O (Water). Starting materials: C([O-])([O-])=O.[K+].[K+] (potassium carbonate), O (water), COC1=CC=C(C=N1)N (6-methoxy-3-pyridinamine), Cl.ClCCNCCCl (2-chloro-N-(2-chloroethyl)-ethanamine hydrochloride), C([O-])([O-])=O.[K+].[K+] (Potassium carbonate). Solvent: CC(CC)O (2-butanol). The product is COC1=CC=C(C=N1)N1CCNCC1 (1-(6-methoxy-3-pyridinyl)piperazine). The yield is 98.3%. As a reaction SMILES: [CH3:1][O:2][C:3]1[N:8]=[CH:7][C:6]([NH2:9])=[CH:5][CH:4]=1.Cl.Cl[CH2:12][CH2:13][NH:14][CH2:15][CH2:16]Cl.C(=O)([O-])[O-].[K+].[K+].O>CC(O)CC>[CH3:1][O:2][C:3]1[N:8]=[CH:7][C:6]([N:9]2[CH2:16][CH2:15][NH:14][CH2:13][CH2:12]2)=[CH:5][CH:4]=1 |f:1.2,3.4.5|. Reported procedure: A mixture of 6-methoxy-3-pyridinamine (0.2 mol) and 2-chloro-N-(2-chloroethyl)-ethanamine hydrochloride (0.3 mol) in 2-butanol (500 ml) was stirred and refluxed. Potassium carbonate (0.7 mol) was added portionwise (20 g/h), the mixture was refluxed for 48 hours, an additional amount of potassium carbonate (30 g) was added and the mixture was stirred for 48 hours. The mixture was poured into water, extracted with CH2Cl2 and separated. The organic layer was dried, filtered and evaporated, yielding... The reactants are C(C1=CC=CC=C1)OC(=O)N1CCC(CC1)CNC1=NC=CC(=N1)N1C=NC2=C1C=CC=C2 (2-[1-(1-benzyloxycarbonylpiperidin-4-yl)methyl-amino]-4-[benzimidazol-1-yl]pyrimidine). Solvent: CC#N (CH3CN). Product: N1CCC(CC1)CNC1=NC=CC(=N1)N1C=NC2=C1C=CC=C2 (2-[1-(Piperidin-4-yl)-methylamino]-4-[benzimidazol-1-yl]pyrimidine). As a reaction SMILES: C(OC([N:11]1[CH2:16][CH2:15][CH:14]([CH2:17][NH:18][C:19]2[N:24]=[C:23]([N:25]3[C:29]4[CH:30]=[CH:31][CH:32]=[CH:33][C:28]=4[N:27]=[CH:26]3)[CH:22]=[CH:21][N:20]=2)[CH2:13][CH2:12]1)=O)C1C=CC=CC=1>CC#N>[NH:11]1[CH2:16][CH2:15][CH:14]([CH2:17][NH:18][C:19]2[N:24]=[C:23]([N:25]3[C:29]4[CH:30]=[CH:31][CH:32]=[CH:33][C:28]=4[N:27]=[CH:26]3)[CH:22]=[CH:21][N:20]=2)[CH2:13][CH2:12]1. Procedure: The title compound was prepared according to the procedure described in EXAMPLE 18 starting with 2-[1-(1-benzyloxycarbonylpiperidin-4-yl)methyl-amino]-4-[benzimidazol-1-yl]pyrimidine. Partial 1H NMR (500 M, CDCl3): δ 8.59 (s, 1H); 8.33 (br s, 1H); 8.16 (br s, 1H); 7.82 (d, J=7.8 Hz, 1H); 7.34 m, 2H); 6.73 (d, J=5.5 Hz, 1H); 3.37 (dd, J=6.2, 5.9 Hz, 2H); 3.09 (d, J=11.9 Hz, 2H); 2.58 (t, J=11.9 Hz, 2H); 1.79 (d, J=10.7 Hz, 3H); 1.23 (m, 2H). Mass spectrum 350.1 (ESI, M+CH3CN+1). The product is ClC1=C(C(C(=O)O)=CC(=C1F)F)N (3-chloro-4,5-difluoroanthranilic acid). The yield is 100.8%. Solvent: ClCCl (dichloromethane), C(C)(=O)OCC (ethyl acetate). Reactants: FC=1C=C(C(C(=O)O)=CC1F)N (4,5-difluoroanthranilic acid), C(C)(=O)O (acetic acid), C(C)(C)(C)OCl (hypochlorous acid tert-butyl ester). As a reaction SMILES: [F:1][C:2]1[CH:3]=[C:4]([NH2:12])[C:5](=[CH:9][C:10]=1[F:11])[C:6]([OH:8])=[O:7].C(O)(=O)C.C(O[Cl:22])(C)(C)C>ClCCl.C(OCC)(=O)C>[Cl:22][C:3]1[C:2]([F:1])=[C:10]([F:11])[CH:9]=[C:5]([C:6]([OH:8])=[O:7])[C:4]=1[NH2:12]. Conditions: time 2 hour. Procedure: To a solution of 4,5-difluoroanthranilic acid (2.45 g, 14.2 mmol) in dichloromethane (25 mL) is added acetic acid (10 mL) and hypochlorous acid tert-butyl ester (1.75 mL, 15.6 mmol). After 2 hours, the reaction mixture is diluted with ethyl acetate and washed with water and brine. The organic layer is dried over MgSO4, filtered, and concentrated. The resulting residue is purified via flash column chromatography (5% isopropyl alcohol/1% formic acid/94% dichloromethane) to afford 3-chloro-4,5-difl... The reactants are BrC=1N=C(C(=NC1)NN)Cl (5-bromo-3-chloro-2-hydrazinylpyrazine), C(OCC)(OCC)OCC (triethyl orthoformate), EtOAc petroleum ether. Run in O (water). Run at temperature 130 celsius, time 2 hour. The product is BrC=1N=C(C=2N(C1)C=NN2)Cl (6-Bromo-8-chloro-[1,2,4]triazolo[4,3-a]pyrazine). Isolated yield 87.0%. Reaction SMILES: [Br:1][C:2]1[N:3]=[C:4]([Cl:10])[C:5]([NH:8][NH2:9])=[N:6][CH:7]=1.[CH:11](OCC)(OCC)OCC>O>[Br:1][C:2]1[N:3]=[C:4]([Cl:10])[C:5]2[N:6]([CH:11]=[N:9][N:8]=2)[CH:7]=1. Procedure details: A 50 mL round bottom flask was charged with 5-bromo-3-chloro-2-hydrazinylpyrazine (1.24 g, 5.5 mmol) and triethyl orthoformate (20 mL). The resulting mixture was stirred at 130° C. for 2 h. Reaction progress was monitored by TLC (EtOAc/petroleum ether=1:2). Work-up: the reaction mixture was diluted with water and extracted with EtOAc (50 mL×3). The combined organic layers were dried over anhydrous Na2SO4 and concentrated in vacuo. The residue was further purified by flash column chromatography o...